Task: describe an organic reaction: reactants, conditions, products, and yield. Dataset: the Open Reaction Database (ORD), a public repository of structured organic reaction records Starting materials: C1=2C(=O)OC(NC1=CC=CC2)=O (isatoic anhydride), [H-].[Na+] (sodium hydride), C1(CC1)CBr (cyclopropylmethylbromide). The solvent is CC(=O)N(C)C (dimethylacetamide). Conditions: temperature 25 celsius, time 1 hour. The product is C1(CC1)CN1C=2C(C(=O)OC1=O)=CC=CC2 (N-(cyclopropylmethyl)isatoic anhydride). As a reaction SMILES: [C:1]12[C:7](=[CH:8][CH:9]=[CH:10][CH:11]=1)[NH:6][C:5](=[O:12])[O:4][C:2]2=[O:3].[H-].[Na+].[CH:15]1([CH2:18]Br)[CH2:17][CH2:16]1>CC(N(C)C)=O>[CH:15]1([CH2:18][N:6]2[C:5](=[O:12])[O:4][C:2](=[O:3])[C:1]3=[CH:11][CH:10]=[CH:9][CH:8]=[C:7]23)[CH2:17][CH2:16]1 |f:1.2|. Procedure details: To a solution of 20 g. isatoic anhydride in 200 ml. dimethylacetamide is added under nitrogen with stirring sodium hydride obtained from 6 g. of a 57% dispersion in mineral oil, while maintaining the temperature below 25°C. The resulting mixture is stirred at 25°C. for 1 hour and to it is added 17 g. cyclopropylmethylbromide. The mixture is then stirred at room temperature for about 20 hours. It is then poured on water. The mixture is stirred for 15 minutes, the solids collected by filtration, w... Reactants: [CH2]C, Cc1ccc(OCCN=[N+]=[N-])cc1C, [H][H]. Product: Cc1ccc(OCCN)cc1C. Reaction SMILES: [CH2:17][CH3:18].[CH3:1][c:2]1[cH:3][c:4]([O:5][CH2:6][CH2:7][N:8]=[N+:9]=[N-:10])[cH:11][cH:12][c:13]1[CH3:14].[H:15][H:16]>>[CH3:1][c:2]1[cH:3][c:4]([O:5][CH2:6][CH2:7][NH2:8])[cH:11][cH:12][c:13]1[CH3:14]. The reactants are Cl (HCl), 9-benzyl-3-(4-fluoro-phenyl)-3,4,9-triaza-tricyclo[5.3.1.020.6]undeca-2(6),4-diene, Cl (HCl), C([O-])(O)=O.[Na+] (sodium bicarbonate), N1CCCCC1 (piperdine), C(=O)O (formic acid), Cl (HCl), C(C1=CC=CC=C1)N1CC2C=3C=NN(C3C(C1)C2)C2=CC=C(C=C2)F (9-benzyl-3-(4-fluoro-phenyl)-3,4,9-triaza-tricyclo[5.3.1.02,6]undeca-2(6),4-diene). Reagents/catalysts: [OH-].[OH-].[Pd+2] (Pearlman's catalyst). The solvent is C(C)(=O)OCC (ethyl acetate), C(C)OCC (ethyl ether), CO (methanol), C(C)OCC (diethyl ether), CO (methanol), CO (methanol). Reaction conditions: time 45 minute. The product is FC1=CC=C(C=C1)N1C=2C3CNCC(C2C=N1)C3 (3-(4-Fluoro-phenyl)-3,4,9-triaza-tricyclo[5.3.1.02,6]undeca-2(6),4-diene). Reaction SMILES: Cl.N1CCCCC1.C(O)=O.C([N:18]1[CH2:27][CH:26]2[CH2:28][CH:20]([C:21]3[CH:22]=[N:23][N:24]([C:29]4[CH:34]=[CH:33][C:32]([F:35])=[CH:31][CH:30]=4)[C:25]=32)[CH2:19]1)C1C=CC=CC=1.C(=O)(O)[O-].[Na+]>CO.C(OCC)C.[OH-].[OH-].[Pd+2].C(OCC)(=O)C>[F:35][C:32]1[CH:31]=[CH:30][C:29]([N:24]2[N:23]=[CH:22][C:21]3[CH:20]4[CH2:28][CH:26]([CH2:27][NH:18][CH2:19]4)[C:25]2=3)=[CH:34][CH:33]=1 |f:4.5,8.9.10|. Procedure: To a solution of 9-benzyl-3-(4-fluoro-phenyl)-3,4,9-triaza-tricyclo[5.3.1.020.6]undeca-2(6),4-diene (0.23 mmol) in methanol (2 ml) was added a solution of 1N HCl in diethyl ether (2 mL). The mixture was stirred for 45 min. and the solvent was removed to yield a solid. In a separate flask piperdine (1.5 mmol) and formic acid (0.69 mmol) were combined in methanol (2 ml). To this solution is added a solution of the HCl salt of 9-benzyl-3-(4-fluoro-phenyl)-3,4,9-triaza-tricyclo[5.3.1.02,6]undeca-2(6... The reactants are C12(CC3CC(CC(C1)C3)C2)C=2C=C(C=CC2OCCCCCCO)C#CC2=CC=C(C(=O)OC)C=C2 (methyl 4-[3-(1-adamantyl)-4-(6-hydroxyhexyloxy)phenylethynyl]benzoate), C1(=CC=CC=C1)C (toluene), [OH-].[Na+] (sodium hydroxide), S(=O)(=O)(OC)OC (dimethyl sulfate). Reagents/catalysts: [I-].C(CCC)[N+](CCCC)(CCCC)CCCC (tetrabutylammonium iodide). The solvent is O (water). Conditions: time 4 hour. Yields the product C12(CC3CC(CC(C1)C3)C2)C=2C=C(C=CC2OCCCCCCOC)C#CC2=CC=C(C(=O)OC)C=C2 (methyl 4-[3-(1-adamantyl)-4-(6-methoxyhexyloxy)phenylethynyl]benzoate). Reaction SMILES: [C:1]12([C:11]3[CH:12]=[C:13]([C:25]#[C:26][C:27]4[CH:36]=[CH:35][C:30]([C:31]([O:33][CH3:34])=[O:32])=[CH:29][CH:28]=4)[CH:14]=[CH:15][C:16]=3[O:17][CH2:18][CH2:19][CH2:20][CH2:21][CH2:22][CH2:23][OH:24])[CH2:10][CH:5]3[CH2:6][CH:7]([CH2:9][CH:3]([CH2:4]3)[CH2:2]1)[CH2:8]2.[C:37]1(C)C=CC=CC=1.[OH-].[Na+].S(OC)(OC)(=O)=O>[I-].C([N+](CCCC)(CCCC)CCCC)CCC.O>[C:1]12([C:11]3[CH:12]=[C:13]([C:25]#[C:26][C:27]4[CH:28]=[CH:29][C:30]([C:31]([O:33][CH3:34])=[O:32])=[CH:35][CH:36]=4)[CH:14]=[CH:15][C:16]=3[O:17][CH2:18][CH2:19][CH2:20][CH2:21][CH2:22][CH2:23][O:24][CH3:37])[CH2:10][CH:5]3[CH2:6][CH:7]([CH2:9][CH:3]([CH2:4]3)[CH2:2]1)[CH2:8]2 |f:2.3,5.6|. Procedure: 390 mg (0.8 mmol) of methyl 4-[3-(1-adamantyl)-4-(6-hydroxyhexyloxy)phenylethynyl]benzoate, 10 ml of toluene and 200 μl of a 50% sodium hydroxide solution were introduced into a round-bottomed flask. 20 mg (5.4 mmol) of tetrabutylammonium iodide and 100 μl (0.9 mmol) of dimethyl sulfate were added and stirring was carried out at room temperature for four hours. The reaction mixture was poured into water and extracted with ethyl acetate and the organic phase was separated by settling, dried over ...